describe an organic reaction: reactants, conditions, products, and yield From a dataset of the Open Reaction Database (ORD), a public repository of structured organic reaction records. The reactants are COC(=O)C(CC(C)C)c1cc(Nc2cc(C(F)(F)F)cc(C(F)(F)F)c2)cc(-c2cc(F)cc(C(F)(F)F)c2)c1, CC(C)(C)[O-], CI, CN1CCCC1=O, [K+], C1COCCO1. Product: COC(=O)C(CC(C)C)c1cc(-c2cc(F)cc(C(F)(F)F)c2)cc(N(C)c2cc(C(F)(F)F)cc(C(F)(F)F)c2)c1. RXN SMILES: [CH3:1][O:2][C:3]([CH:4]([CH2:5][CH:6]([CH3:7])[CH3:8])[c:9]1[cH:10][c:11](-[c:30]2[cH:31][c:32]([C:37]([F:38])([F:39])[F:40])[cH:33][c:34]([F:36])[cH:35]2)[cH:12][c:13]([NH:15][c:16]2[cH:17][c:18]([C:26]([F:27])([F:28])[F:29])[cH:19][c:20]([C:22]([F:23])([F:24])[F:25])[cH:21]2)[cH:14]1)=[O:41].[CH3:42][C:43]([CH3:44])([O-:45])[CH3:46].[CH3:48][I:49].[CH3:56][N:57]1[CH2:58][CH2:59][CH2:60][C:61]1=[O:62].[K+:47].[O:50]1[CH2:51][CH2:52][O:53][CH2:54][CH2:55]1>>[CH3:1][O:2][C:3]([CH:4]([CH2:5][CH:6]([CH3:7])[CH3:8])[c:9]1[cH:10][c:11](-[c:30]2[cH:31][c:32]([C:37]([F:38])([F:39])[F:40])[cH:33][c:34]([F:36])[cH:35]2)[cH:12][c:13]([N:15]([c:16]2[cH:17][c:18]([C:26]([F:27])([F:28])[F:29])[cH:19][c:20]([C:22]([F:23])([F:24])[F:25])[cH:21]2)[CH3:42])[cH:14]1)=[O:41]. The product is FC=1C=C2C(=C(N(C2=CC1)CC(=O)O)C)CC1=CC=C(C=C1)S(=O)(=O)C1=CC=C(C=C1)F ({5-fluoro-3-[4-(4-fluorobenzenesulfonyl)benzyl]-2-methylindol-1-yl}acetic acid). Procedure: A mixture of {5-fluoro-3-[4-(4-fluorobenzenesulfonyl)benzyl]-2-methylindol-1-yl}acetic acid methyl ester (0.079 g) and tetrahydrofuran (1.0 mL) was treated with 5.0 M aqueous sodium hydroxide solution (1.5 mL), and the resulting mixture was stirred at 40° C. for 1 hour. The mixture was acidified by the addition of 5.0 M aqueous hydrochloric acid solution and concentrated under reduced pressure. The residue was purified by preparative reverse-phase HPLC, eluting with a mixture of acetonitrile and... Run at temperature 40 celsius, time 1 hour. Solvent: O1CCCC1 (tetrahydrofuran). RXN SMILES: C[O:2][C:3](=[O:33])[CH2:4][N:5]1[C:13]2[C:8](=[CH:9][C:10]([F:14])=[CH:11][CH:12]=2)[C:7]([CH2:15][C:16]2[CH:21]=[CH:20][C:19]([S:22]([C:25]3[CH:30]=[CH:29][C:28]([F:31])=[CH:27][CH:26]=3)(=[O:24])=[O:23])=[CH:18][CH:17]=2)=[C:6]1[CH3:32].[OH-].[Na+].Cl>O1CCCC1>[F:14][C:10]1[CH:9]=[C:8]2[C:13](=[CH:12][CH:11]=1)[N:5]([CH2:4][C:3]([OH:33])=[O:2])[C:6]([CH3:32])=[C:7]2[CH2:15][C:16]1[CH:21]=[CH:20][C:19]([S:22]([C:25]2[CH:26]=[CH:27][C:28]([F:31])=[CH:29][CH:30]=2)(=[O:23])=[O:24])=[CH:18][CH:17]=1 |f:1.2|. The reactants are [OH-].[Na+] (sodium hydroxide), COC(CN1C(=C(C2=CC(=CC=C12)F)CC1=CC=C(C=C1)S(=O)(=O)C1=CC=C(C=C1)F)C)=O ({5-fluoro-3-[4-(4-fluorobenzenesulfonyl)benzyl]-2-methylindol-1-yl}acetic acid methyl ester), Cl (hydrochloric acid). Isolated yield 73.1%. Reactants: N1(CCCCC1)CC1=CC2=CC=CC=C2C=C1 (2-piperidinomethylnaphthalene), ClCN1CCOCC1 (chloromethylmorpholine). Product: Cl.Cl.O1CCN(CC1)CC1=C(C=CC2=CC=CC=C12)CN1CCCCC1 (1-Morpholinomethyl-2-piperidinomethylnaphthalene dihydrochloride). RXN SMILES: [N:1]1([CH2:7][C:8]2[CH:17]=[CH:16][C:15]3[C:10](=[CH:11][CH:12]=[CH:13][CH:14]=3)[CH:9]=2)[CH2:6][CH2:5][CH2:4][CH2:3][CH2:2]1.[Cl:18][CH2:19][N:20]1[CH2:25][CH2:24][O:23][CH2:22][CH2:21]1>>[ClH:18].[ClH:18].[O:23]1[CH2:24][CH2:25][N:20]([CH2:19][C:9]2[C:10]3[C:15](=[CH:14][CH:13]=[CH:12][CH:11]=3)[CH:16]=[CH:17][C:8]=2[CH2:7][N:1]2[CH2:2][CH2:3][CH2:4][CH2:5][CH2:6]2)[CH2:21][CH2:22]1 |f:2.3.4|. Procedure: 1-Morpholinomethyl-2-piperidinomethylnaphthalene dihydrochloride, m.p. 243°-244° was prepared in a manner similar to Example 40 from 2-piperidinomethylnaphthalene and chloromethylmorpholine. Starting materials: [H-].[Al+3].[Li+].[H-].[H-].[H-] (lithium aluminum hydride), O=C1CC(CN1CC1=CC=CC=C1)C(=O)NCC(F)(F)F (5-oxo-1-(phenylmethyl)-N-(2,2,2-trifluoroethyl)-3pyrrolidinecarboxamide), O (water), [OH-].[Na+] (sodium hydroxide), O (water). The solvent is O1CCCC1 (tetrahydrofuran), O1CCCC1 (tetrahydrofuran). Run at time 8 hour. Yields the product C1(=CC=CC=C1)CN1CC(CC1)CNCC(F)(F)F (1-(phenylmethyl)-N-(2,2,2-trifluoroethyl)-3-pyrrolidinemethanamine). The yield is 0.1%. RXN SMILES: O=[C:2]1[N:6]([CH2:7][C:8]2[CH:13]=[CH:12][CH:11]=[CH:10][CH:9]=2)[CH2:5][CH:4]([C:14]([NH:16][CH2:17][C:18]([F:21])([F:20])[F:19])=O)[CH2:3]1.[H-].[Al+3].[Li+].[H-].[H-].[H-].O.[OH-].[Na+]>O1CCCC1>[C:8]1([CH2:7][N:6]2[CH2:2][CH2:3][CH:4]([CH2:14][NH:16][CH2:17][C:18]([F:21])([F:19])[F:20])[CH2:5]2)[CH:9]=[CH:10][CH:11]=[CH:12][CH:13]=1 |f:1.2.3.4.5.6,8.9|. Reported procedure: A mixture of 8.50 g (28.3 mole) of 5-oxo-1-(phenylmethyl)-N-(2,2,2-trifluoroethyl)-3pyrrolidinecarboxamide in 100 ml tetrahydrofuran was added dropwise to 3.22 g (84.9 mmole) of lithium aluminum hydride in 50 ml tetrahydrofuran. The reaction was refluxed two hours, then stirred at room temperature overnight. The reaction was cooled in an ice bath and 3.2 ml of water, 3.2 ml of 15% sodium hydroxide, and 9.6 ml of water were added. The precipitated salts were filtered and washed with hot ethanol. ... Reactants: C(C)OC(C(=COCC)C(C1=C(C=C(C(=C1)F)F)Cl)=O)=O (2-(2-Chloro-4,5-difluorobenzoyl)-3-ethoxy-2-propenoic acid ethyl ester), FC1=CC=C(N)C=C1 (4-Fluoroaniline). The solvent is C(C)(C)O (isopropyl alcohol). Run at time 18 hour. Yields the product C(C)OC(C(=CNC1=CC=C(C=C1)F)C(C1=C(C=C(C(=C1)F)F)Cl)=O)=O (2-(2-Chloro-4,5-difluorobenzoyl)-3-(4-fluoranilino)-2-propenoic acid ethyl ester). Reaction SMILES: [CH2:1]([O:3][C:4](=[O:21])[C:5]([C:10](=[O:20])[C:11]1[CH:16]=[C:15]([F:17])[C:14]([F:18])=[CH:13][C:12]=1[Cl:19])=[CH:6]OCC)[CH3:2].[F:22][C:23]1[CH:29]=[CH:28][C:26]([NH2:27])=[CH:25][CH:24]=1>C(O)(C)C>[CH2:1]([O:3][C:4](=[O:21])[C:5]([C:10](=[O:20])[C:11]1[CH:16]=[C:15]([F:17])[C:14]([F:18])=[CH:13][C:12]=1[Cl:19])=[CH:6][NH:27][C:26]1[CH:28]=[CH:29][C:23]([F:22])=[CH:24][CH:25]=1)[CH3:2]. Procedure details: 2-(2-Chloro-4,5-difluorobenzoyl)-3-ethoxy-2-propenoic acid ethyl ester (material from preceding preparation) was mixed with isopropyl alcohol (250 ml) and cooled to 0°. 4-Fluoroaniline (9.33 g, 84.0 mmol) was added, and the reaction mixture was allowed to warm to room temperature and stir for 18 hours. The precipitate was filtered and washed with isopropyl ether, yielding the title product (11.0 g, 28.7 mmol). Additional product (10.2 g, 26.6 mmol, 73% overall yield for two steps) was obtained f...